This data is from the Open Reaction Database (ORD), a public repository of structured organic reaction records. The task is: describe an organic reaction: reactants, conditions, products, and yield Procedure details: A stirred mixture of chloroacetaldehyde diethyl acetal (50 g, 0.328 mol), and benzylamine (150.0 g, 1.4 mol) was heated at 130° for 3 h. The mixture was then left at ambient temperature overnight. Next day, water (150 ml) was added, and the resulting solution was basified with sodium hydroxide solution (25 ml, 10 M). The mixture was then extracted with ether (2×100 ml), and the extracts were combined and dried over magnesium sulphate. Evaporation of the ether under reduced pressure afforded a br... Conditions: time 8 hour. The product is C(C)OC(CNCC1=CC=CC=C1)OCC (N-benzylaminoacetaldehyde diethyl acetal). RXN SMILES: [CH2:1]([O:3][CH:4]([O:7][CH2:8][CH3:9])[CH2:5]Cl)[CH3:2].[CH2:10]([NH2:17])[C:11]1[CH:16]=[CH:15][CH:14]=[CH:13][CH:12]=1.[OH-].[Na+]>O>[CH2:1]([O:3][CH:4]([O:7][CH2:8][CH3:9])[CH2:5][NH:17][CH2:10][C:11]1[CH:16]=[CH:15][CH:14]=[CH:13][CH:12]=1)[CH3:2] |f:2.3|. The solvent is O (water). Reactants: C(C)OC(CCl)OCC (chloroacetaldehyde diethyl acetal), C(C1=CC=CC=C1)N (benzylamine), [OH-].[Na+] (sodium hydroxide). The reactants are CC1=NC(=CC=C1)C#CC=C1CCN(CC1)C=1C=NC=C(C1)C(F)(F)F (2-Methyl-6-(3-{1-[5-(trifluoromethyl)pyridin-3-yl]piperidin-4-ylidene}prop-1-ynyl)pyridine), CC1=NC(=CC=C1)C#CC=C1CCNCC1 (2-Methyl-6-(3-piperidin-4-ylideneprop-1-ynyl)pyridine), Compound 253d, BrC=1C=NC=C(C1)C(F)(F)F (3-bromo-5-(trifluoromethyl)pyridine), ClC1=C(C#N)C=CC(=N1)C (2-chloro-6-methylnicotinonitrile). The product is CC1=NC(=C(C#N)C=C1)N1CCC(CC1)=C(C#CC1=CC=CC=C1)C (6-Methyl-2-[4-(1-methyl-3-phenylprop-2-ynylidene)piperidin-1-yl]nicotinonitrile). Isolated yield 35.0%. RXN SMILES: [CH3:1][C:2]1[CH:7]=[CH:6][CH:5]=[C:4]([C:8]#[C:9][CH:10]=[C:11]2[CH2:16][CH2:15][N:14](C3C=NC=C(C(F)(F)F)C=3)[CH2:13][CH2:12]2)N=1.Br[C:28]1C=NC=C(C(F)(F)F)C=1.Cl[C:39]1[N:46]=[C:45]([CH3:47])[CH:44]=[CH:43][C:40]=1[C:41]#[N:42].CC1C=CC=C(C#CC=C2CCNCC2)N=1>>[CH3:47][C:45]1[CH:44]=[CH:43][C:40]([C:41]#[N:42])=[C:39]([N:14]2[CH2:13][CH2:12][C:11](=[C:10]([CH3:28])[C:9]#[C:8][C:4]3[CH:1]=[CH:2][CH:7]=[CH:6][CH:5]=3)[CH2:16][CH2:15]2)[N:46]=1. Procedure details: The title compound was synthesized following the procedure described for the Compound of Example 262 replacing 3-bromo-5-(trifluoromethyl)pyridine with 2-chloro-6-methylnicotinonitrile and the compound of Example 3 with Compound 253d. Purification by automated flash chromatography (Horizon™-Biotage) PE-EtOAc 9:1 afforded a colorless oil. Yield: 35%. Starting materials: C1CCOC1, Nc1ccc(C(=O)Nc2ccc(C(F)(F)F)nc2)cc1[N+](=O)[O-]. The product is Nc1ccc(C(=O)Nc2ccc(C(F)(F)F)nc2)cc1N. Reaction SMILES: [CH2:24]1[O:25][CH2:26][CH2:27][CH2:28]1.[NH2:1][c:2]1[c:3]([N+:21]([O-:22])=[O:23])[cH:4][c:5]([C:6](=[O:7])[NH:8][c:9]2[cH:10][n:11][c:12]([C:15]([F:16])([F:17])[F:18])[cH:13][cH:14]2)[cH:19][cH:20]1>>[NH2:1][c:2]1[c:3]([NH2:21])[cH:4][c:5]([C:6](=[O:7])[NH:8][c:9]2[cH:10][n:11][c:12]([C:15]([F:16])([F:17])[F:18])[cH:13][cH:14]2)[cH:19][cH:20]1. Reactants: Cl.NC1=NN(N=C1)CCCCC#N (5-(4-amino-1,2,3-triazol-2-yl)valeronitrile hydrochloride), N#CN (cyanamide), N#CN (cyanamide). Run in CCO (EtOH). Reaction conditions: time 2 hour. Yields the product N(C(=N)N)C1=NN(N=C1)CCCCC#N (5-(4-guanidino-1,2,3-triazol-2-yl)valeronitrile). Reaction SMILES: Cl.[NH2:2][C:3]1[CH:7]=[N:6][N:5]([CH2:8][CH2:9][CH2:10][CH2:11][C:12]#[N:13])[N:4]=1.[N:14]#[C:15][NH2:16]>CCO>[NH:2]([C:3]1[CH:7]=[N:6][N:5]([CH2:8][CH2:9][CH2:10][CH2:11][C:12]#[N:13])[N:4]=1)[C:15]([NH2:16])=[NH:14] |f:0.1|. Procedure: A solution 5-(4-amino-1,2,3-triazol-2-yl)valeronitrile hydrochloride (2.01 g.) in EtOH (15 ml.) was treated with cyanamide (0.42 g.) and the solution heated under reflux for 4.5 hours. A further 0.1 g. of cyanamide was added and heating under reflux was continued for 2 hours. The solution was evaporated and the residue basified with ammonia and continuously extracted for 24 hours with EtOAc to give a yellow oil which was purified by medium pressure chromatography using chloroform/MeOH/aqueous am...